From a dataset of the Open Reaction Database (ORD), a public repository of structured organic reaction records. describe an organic reaction: reactants, conditions, products, and yield Starting materials: NC1=C2C=CC(=CC2=CC=C1)S(=O)(=O)O (5-amino-2-naphthalenesulfonic Acid), NC1=C2C=CC(=CC2=CC=C1)S(=O)(=O)O (5-amino-2-naphthalenesulfonic Acid), N1=CC=CC=C1 (pyridine), C(C)(=O)OC(C)=O (acetic anhydride), [Na] (sodium). Solvent: C(C)OCC (diethyl ether), CO (methanol), CO (methanol). Reaction conditions: time 24 hour. The product is C(C)(=O)NC1=C2C=CC(=CC2=CC=C1)S(=O)(=O)O (5-(Acetylamino)naphthalene-2-sulfonic Acid). Reaction SMILES: [NH2:1][C:2]1[CH:11]=[CH:10][CH:9]=[C:8]2[C:3]=1[CH:4]=[CH:5][C:6]([S:12]([OH:15])(=[O:14])=[O:13])=[CH:7]2.N1C=CC=CC=1.[C:22](OC(=O)C)(=[O:24])[CH3:23].[Na]>CO.C(OCC)C>[C:22]([NH:1][C:2]1[CH:11]=[CH:10][CH:9]=[C:8]2[C:3]=1[CH:4]=[CH:5][C:6]([S:12]([OH:15])(=[O:13])=[O:14])=[CH:7]2)(=[O:24])[CH3:23] |^1:28|. Reported procedure: To 29.3 g (0.13 mol) of 5-amino-2-naphthalenesulfonic Acid (Compound 72) was added 40 mL of pyridine and 26 mL of acetic anhydride. The resulting suspension was allowed to stir at ambient temperature. After 24 hr, the resulting solution was diluted with 60 mL of methanol. Then, a solution of 3.6 g (0.156 mol) of sodium in 100 mL of methanol was added. After a solid precipitate began to form, 200 mL of diethyl ether was added and the suspension allowed to stir. The solid was collected by vacuum f... Reactants: CCOC(=O)C(NC(C)=O)C(=O)OCC, C1COCCO1, CC[O-], CCO, Nc1c(C(F)(F)F)cc(CCl)cc1C(F)(F)F, [Na+], [Na], O. The product is CCOC(=O)C(Cc1cc(C(F)(F)F)c(N)c(C(F)(F)F)c1)(NC(C)=O)C(=O)OCC. Reaction SMILES: [C:1]([CH3:2])(=[O:3])[NH:4][CH:5]([C:6](=[O:7])[O:8][CH2:9][CH3:10])[C:11](=[O:12])[O:13][CH2:14][CH3:15].[CH2:41]1[O:42][CH2:43][CH2:44][O:45][CH2:46]1.[CH3:17][CH2:18][O-:19].[CH3:38][CH2:39][OH:40].[Cl:21][CH2:22][c:23]1[cH:24][c:25]([C:34]([F:35])([F:36])[F:37])[c:26]([NH2:33])[c:27]([C:29]([F:30])([F:31])[F:32])[cH:28]1.[Na+:16].[Na:20].[OH2:47]>>[C:1]([CH3:2])(=[O:3])[NH:4][C:5]([C:6](=[O:7])[O:8][CH2:9][CH3:10])([C:11](=[O:12])[O:13][CH2:14][CH3:15])[CH2:22][c:23]1[cH:24][c:25]([C:34]([F:35])([F:36])[F:37])[c:26]([NH2:33])[c:27]([C:29]([F:30])([F:31])[F:32])[cH:28]1. Reactants: NC1=CC=C2NC(C(N(C2=C1)CC)=O)=O (7-amino-1-ethyl-2,3(1H,4H)-quinoxalinedione), C(C)(=O)OC(C)=O (acetic anhydride), ice water. Yields the product C(C)(=O)NC1=CC=C2NC(C(N(C2=C1)CC)=O)=O (7-Acetamido-1-ethyl-2,3(1H,4H)-quinoxalinedione). Yield: 86.0%. RXN SMILES: [NH2:1][C:2]1[CH:11]=[C:10]2[C:5]([NH:6][C:7](=[O:15])[C:8](=[O:14])[N:9]2[CH2:12][CH3:13])=[CH:4][CH:3]=1.[C:16](OC(=O)C)(=[O:18])[CH3:17]>>[C:16]([NH:1][C:2]1[CH:11]=[C:10]2[C:5]([NH:6][C:7](=[O:15])[C:8](=[O:14])[N:9]2[CH2:12][CH3:13])=[CH:4][CH:3]=1)(=[O:18])[CH3:17]. Reported procedure: 5.5 g (27 mmol) of 7-amino-1-ethyl-2,3(1H,4H)-quinoxalinedione were refluxed in 75 ml of acetic anhydride for 1 h. The mixture was then poured into ice-water and filtered. The filtrate was concentrated under reduced pressure to yield 5.7 g (86%) of the product. Melting point 303°-304° C. (decomposition). The reactants are Cc1ccccc1, Cl, Oc1ccccc1OC(F)(F)F, [Na+], [Na+], O=C([O-])[O-], O, O=S(=O)(Cl)Cl. Product: Oc1ccc(Cl)cc1OC(F)(F)F. RXN SMILES: [CH3:25][c:26]1[cH:27][cH:28][cH:29][cH:30][cH:31]1.[ClH:24].[F:1][C:2]([O:3][c:4]1[c:5]([OH:10])[cH:6][cH:7][cH:8][cH:9]1)([F:11])[F:12].[Na+:18].[Na+:19].[O-:20][C:21](=[O:22])[O-:23].[OH2:32].[S:13]([Cl:14])(=[O:15])([Cl:16])=[O:17]>>[F:1][C:2]([O:3][c:4]1[c:5]([OH:10])[cH:6][cH:7][c:8]([Cl:16])[cH:9]1)([F:11])[F:12]. Reactants: aqueous solution, N(=O)[O-].[Na+] (sodium nitrite), Cl (hydrogen chloride), C(C=C)(=O)O (acrylic acid), cuprous chloride, [Cl-].[Li+] (lithium chloride), NC=1C(=CC(=C(C1)N1N=C(N(C1=O)C(F)F)C)F)Cl (1-(5-amino-4-chloro-2-fluorophenyl)-4-difluoromethyl-3-methyl-1H-1,2,4-triazol-5-one). Solvent: CC(=O)C (acetone). Yields the product ClC(C(=O)O)CC1=C(C=C(C(=C1)N1N=C(N(C1=O)C(F)F)C)F)Cl (2-chloro-3-{2-chloro-5-[4-(difluoromethyl)-4,5-dihydro-3-methyl-5-oxo-1H-1,2,4-triazol-1-yl]-4-fluorophenyl}propionic acid). Yield: 85.0%. As a reaction SMILES: N[C:2]1[C:3]([Cl:19])=[CH:4][C:5]([F:18])=[C:6]([N:8]2[C:12](=[O:13])[N:11]([CH:14]([F:16])[F:15])[C:10]([CH3:17])=[N:9]2)[CH:7]=1.[ClH:20].[C:21]([OH:25])(=[O:24])[CH:22]=[CH2:23].[Cl-].[Li+].N([O-])=O.[Na+]>CC(C)=O>[Cl:20][CH:22]([CH2:23][C:2]1[CH:7]=[C:6]([N:8]2[C:12](=[O:13])[N:11]([CH:14]([F:16])[F:15])[C:10]([CH3:17])=[N:9]2)[C:5]([F:18])=[CH:4][C:3]=1[Cl:19])[C:21]([OH:25])=[O:24] |f:3.4,5.6|. Procedure: To a reaction flask was added a mixture of 156 g of 1-(5-amino-4-chloro-2-fluorophenyl)-4-difluoromethyl-3-methyl-1H-1,2,4-triazol-5-one and 700 g of acetone. The mixture was stirred and dissolved, and then 50 g of hydrogen chloride was introduced while maintaining a temperature between 0˜5° C. 500 g of acrylic acid, 6 g of cuprous chloride and 12 g of lithium chloride were successively added. Then 115 g of a 45% aqueous solution of sodium nitrite was added dropwise below a liquid level. After t...